This data is from the Open Reaction Database (ORD), a public repository of structured organic reaction records. The task is: describe an organic reaction: reactants, conditions, products, and yield The reactants are isopropylchloro formate, C(C1=CC=CC=C1)N1CCN(CC1)C=1C=CC2=C(N=C(O2)C2=C(C=C(C=C2)S(=O)(=O)C)F)C1 (5-(4-Benzylpiperazin-1-yl)-2-[2-fluoro-4-(methylsulfonyl)phenyl]benzo[d]oxazole), C(Cl)Cl.O (DCM H2O). Run in C(Cl)Cl (DCM). The product is FC1=C(C=CC(=C1)S(=O)(=O)C)C=1OC2=C(N1)C=C(C=C2)N2CCN(CC2)C(=O)OC(C)C (Isopropyl 4-{2-[2-fluoro-4-(methylsulfonyl)phenyl]benzo[d]oxazol-5-yl}piperazine-1-carboxylate). RXN SMILES: [CH2:1]([N:8]1[CH2:13][CH2:12][N:11]([C:14]2[CH:15]=[CH:16][C:17]3[O:21][C:20]([C:22]4[CH:27]=[CH:26][C:25]([S:28]([CH3:31])(=[O:30])=[O:29])=[CH:24][C:23]=4[F:32])=[N:19][C:18]=3[CH:33]=2)[CH2:10][CH2:9]1)C1C=CC=CC=1.C(Cl)Cl.[OH2:37]>C(Cl)Cl>[F:32][C:23]1[CH:24]=[C:25]([S:28]([CH3:31])(=[O:29])=[O:30])[CH:26]=[CH:27][C:22]=1[C:20]1[O:21][C:17]2[CH:16]=[CH:15][C:14]([N:11]3[CH2:12][CH2:13][N:8]([C:1]([O:21][CH:17]([CH3:18])[CH3:16])=[O:37])[CH2:9][CH2:10]3)=[CH:33][C:18]=2[N:19]=1 |f:1.2|. Procedure details: Intermediate 28 (490 mg, 1.32 mmol), N-Benzylpiprazine (280 mg, 1.6 mmol), K2CO3 (190 mg, 1.4 mmol), CuCl (6.5 mg, 0.05 mmol), acetyl acetone (17 mg, 0.12 mmol) were dissolved in NMP (2 ml). This reaction mixture was stirred at 130° C. for 15 h under N2 atmosphere. Work up (EtOAc/H2O) followed by column purification on 60-120 mesh silica gel using a gradient mixture of EtOAc and Petether (1:1) as eluent afforded 5-(4-benzylpiperazin-1-yl)-2-[2-fluoro-4-(methylsulfonyl)phenyl]benzo[d]oxazole (250... Starting materials: ClC1=CC=C2C=C(N(C2=C1)CCN1CCOCC1)C (4-(2-(6-chloro-2-methyl-1H-indol-1-yl)ethyl)morpholine), [Cl-].[Cl-].C(C)[Al+2] (ethyl aluminum dichloride), CC1=CC=C(C2=CC=CC=C12)C(=O)Cl (4-methyl-1-naphthoyl chloride), ice. Run in C(Cl)Cl (CH2Cl2), C(Cl)Cl (CH2Cl2). Conditions: temperature 0 celsius, time 30 minute. Yields the product ClC1=CC=C2C(=C(N(C2=C1)CCN1CCOCC1)C)C(=O)C1=CC=C(C2=CC=CC=C12)C ((6-chloro-2-methyl-1-(2-morpholinoethyl)-1H-indol-3-yl)(4-methylnaphthalen-1-yl)methanone). As a reaction SMILES: [Cl:1][C:2]1[CH:10]=[C:9]2[C:5]([CH:6]=[C:7]([CH3:19])[N:8]2[CH2:11][CH2:12][N:13]2[CH2:18][CH2:17][O:16][CH2:15][CH2:14]2)=[CH:4][CH:3]=1.[Cl-].[Cl-].C([Al+2])C.[CH3:25][C:26]1[C:35]2[C:30](=[CH:31][CH:32]=[CH:33][CH:34]=2)[C:29]([C:36](Cl)=[O:37])=[CH:28][CH:27]=1>C(Cl)Cl>[Cl:1][C:2]1[CH:10]=[C:9]2[C:5]([C:6]([C:36]([C:29]3[C:30]4[C:35](=[CH:34][CH:33]=[CH:32][CH:31]=4)[C:26]([CH3:25])=[CH:27][CH:28]=3)=[O:37])=[C:7]([CH3:19])[N:8]2[CH2:11][CH2:12][N:13]2[CH2:18][CH2:17][O:16][CH2:15][CH2:14]2)=[CH:4][CH:3]=1 |f:1.2.3|. Procedure: To a solution of 4-(2-(6-chloro-2-methyl-1H-indol-1-yl)ethyl)morpholine (48 mg, 0.17 mmol) in 0.5 mL CH2Cl2 at 0° C. was added dropwise ethyl aluminum dichloride (0.14 mL, 0.26 mmol, 1.8 M in toluene). The reaction mixture was stirred at 0° C. for 30 min, then a solution of 4-methyl-1-naphthoyl chloride (43 mg, 0.21 mmol) in 0.5 mL CH2Cl2 was added and stirred at 0° C. for 1 h, then allowed to slowly warm to room temperature overnight. The reaction stirred at room temp for 3 d. The reaction mixt... The reactants are C(CCC)[Sn](C=1OC=CC1)(CCCC)CCCC (tri-n-butyl(2-furyl)tin), BrC=1C=NC=C(C1)N1C(C2=C(N3CCC[C@H]3C1)N=C(N=C2)NCC)=O ((S)-5-(3-Bromopyridin-5-yl)-9-ethylamino-1,2,3,3a,4,5-hexahydro-5,8,10,10b-tetraazabenzo[e]azulen-6-one), [F-].[NH4+] (ammonium fluoride). The reagents and catalysts are Cl[Pd]([P](C1=CC=CC=C1)(C2=CC=CC=C2)C3=CC=CC=C3)([P](C4=CC=CC=C4)(C5=CC=CC=C5)C6=CC=CC=C6)Cl (bis(triphenylphosphine)palladium dichloride). Solvent: C1(=CC=CC=C1)C (toluene). Reaction conditions: time 8 hour. The product is C(C)NC=1N=CC2=C(N3CCC[C@H]3CN(C2=O)C=2C=C(C=NC2)C=2OC=CC2)N1 ((S)-9-Ethylamino-5-[3-(2-furyl)pyridin-5-yl]-1,2,3,3a,4,5-hexahydro-5,8,10,10b-tetraazabenzo[e]azulen-6-one). Isolated yield 62.0%. RXN SMILES: Br[C:2]1[CH:3]=[N:4][CH:5]=[C:6]([N:8]2[CH2:17][C@H:16]3[N:12]([CH2:13][CH2:14][CH2:15]3)[C:11]3[N:18]=[C:19]([NH:22][CH2:23][CH3:24])[N:20]=[CH:21][C:10]=3[C:9]2=[O:25])[CH:7]=1.C([Sn](CCCC)(CCCC)[C:31]1[O:32][CH:33]=[CH:34][CH:35]=1)CCC.[F-].[NH4+]>C1(C)C=CC=CC=1.Cl[Pd](Cl)([P](C1C=CC=CC=1)(C1C=CC=CC=1)C1C=CC=CC=1)[P](C1C=CC=CC=1)(C1C=CC=CC=1)C1C=CC=CC=1>[CH2:23]([NH:22][C:19]1[N:20]=[CH:21][C:10]2[C:9](=[O:25])[N:8]([C:6]3[CH:7]=[C:2]([C:31]4[O:32][CH:33]=[CH:34][CH:35]=4)[CH:3]=[N:4][CH:5]=3)[CH2:17][C@H:16]3[N:12]([CH2:13][CH2:14][CH2:15]3)[C:11]=2[N:18]=1)[CH3:24] |f:2.3,^1:55,74|. Procedure details: Compound 21 (68.0 mg, 0.169 mmol) obtained in Example 21 was dissolved in toluene (4 mL), and the mixture was stirred overnight under reflux after adding tri-n-butyl(2-furyl)tin (106 mg, 0.338 mmol) and bis(triphenylphosphine)palladium dichloride (12.0 mg, 0.0169 mmol). The mixture was cooled to room temperature, vigorously stirred after adding a saturated aqueous ammonium fluoride solution, and filtered through sellite. The filtrate was collected and diluted with ethyl acetate, and washed with ... The reactants are COCCCN1CCOc2ccc(COC3CN(S(=O)(=O)c4ccc(C)cc4)C(CCNC(C)=O)CC3c3ccc(OC)cc3)cc21, CI, CN(C)C=O, Cl, [H-], [Na+]. Yields the product COCCCN1CCOc2ccc(COC3CN(S(=O)(=O)c4ccc(C)cc4)C(CCN(C)C(C)=O)CC3c3ccc(OC)cc3)cc21. RXN SMILES: [CH3:1][O:2][c:3]1[cH:4][cH:5][c:6]([CH:9]2[CH2:10][CH:11]([CH2:42][CH2:43][NH:44][C:45]([CH3:46])=[O:47])[N:12]([S:32](=[O:33])(=[O:34])[c:35]3[cH:36][cH:37][c:38]([CH3:41])[cH:39][cH:40]3)[CH2:13][CH:14]2[O:15][CH2:16][c:17]2[cH:18][cH:19][c:20]3[c:21]([cH:31]2)[N:22]([CH2:26][CH2:27][CH2:28][O:29][CH3:30])[CH2:23][CH2:24][O:25]3)[cH:7][cH:8]1.[CH3:50][I:51].[CH3:52][N:53]([CH3:54])[CH:55]=[O:56].[ClH:57].[H-:48].[Na+:49]>>[CH3:1][O:2][c:3]1[cH:4][cH:5][c:6]([CH:9]2[CH2:10][CH:11]([CH2:42][CH2:43][N:44]([C:45]([CH3:46])=[O:47])[CH3:50])[N:12]([S:32](=[O:33])(=[O:34])[c:35]3[cH:36][cH:37][c:38]([CH3:41])[cH:39][cH:40]3)[CH2:13][CH:14]2[O:15][CH2:16][c:17]2[cH:18][cH:19][c:20]3[c:21]([cH:31]2)[N:22]([CH2:26][CH2:27][CH2:28][O:29][CH3:30])[CH2:23][CH2:24][O:25]3)[cH:7][cH:8]1.